This data is from the Open Reaction Database (ORD), a public repository of structured organic reaction records. The task is: describe an organic reaction: reactants, conditions, products, and yield The reactants are C(C)(C)(C)[SiH2]OC(C)(C)[C@@H]1N(C(OC1)=O)C1=CC(=C(C=C1)C=1C=NC(=NC1)O[C@H]1CN2C(OC1)=NC(=C2)[N+](=O)[O-])F ((R)-(tert-Butyl-dimethyl-silanyloxymethyl)-3-{3-fluoro-4-[2-(2-nitro-6,7-dihydro-5H-imidazo[2,1-b][1,3]oxazin-6(S)-yloxy)-pyrimidin-5-yl]-phenyl}-oxazolidin-2-one), C(C)(C)(C)[SiH2]OC([C@H]1CN(C(O1)=O)C1=CC(=C(C=C1)B1OC(C(O1)(C)C)(C)C)F)(C)C (5(R)-(tert-butyl-dimethyl-silanyloxymethyl)-3-[3-fluoro-4-(4,4,5,5-tetramethyl-[1,3,2]dioxaborolan-2-yl)-phenyl]-oxazolidin-2-one). The product is FC=1C=C(C=CC1C=1C=NC(=NC1)O[C@@H]1CN2C(OC1)=NC(=C2)[N+](=O)[O-])N2C(O[C@@H](C2)CO)=O ((S,R)-3-{3-Fluoro-4-[2-(2-nitro-6,7-dihydro-5H-imidazo[2,1-b][1,3]oxazin-6-yloxy)-pyrimidin-5-yl]-phenyl}-5-hydroxymethyl-oxazolidin-2-one). As a reaction SMILES: C([SiH2]OC([C@H:10]1[CH2:14][O:13][C:12](=[O:15])[N:11]1[C:16]1[CH:21]=[CH:20][C:19]([C:22]2[CH:23]=[N:24][C:25]([O:28][C@@H:29]3[CH2:34][O:33][C:32]4=[N:35][C:36]([N+:38]([O-:40])=[O:39])=[CH:37][N:31]4[CH2:30]3)=[N:26][CH:27]=2)=[C:18]([F:41])[CH:17]=1)(C)C)(C)(C)C.C([SiH2][O:47][C:48](C)(C)[C@@H]1OC(=O)N(C2C=CC(B3OC(C)(C)C(C)(C)O3)=C(F)C=2)C1)(C)(C)C>>[F:41][C:18]1[CH:17]=[C:16]([N:11]2[CH2:10][C@@H:14]([CH2:48][OH:47])[O:13][C:12]2=[O:15])[CH:21]=[CH:20][C:19]=1[C:22]1[CH:23]=[N:24][C:25]([O:28][C@H:29]2[CH2:34][O:33][C:32]3=[N:35][C:36]([N+:38]([O-:40])=[O:39])=[CH:37][N:31]3[CH2:30]2)=[N:26][CH:27]=1. Reported procedure: 5 (R)-(tert-Butyl-dimethyl-silanyloxymethyl)-3-{3-fluoro-4-[2-(2-nitro-6,7-dihydro-5H-imidazo[2,1-b][1,3]oxazin-6(S)-yloxy)-pyrimidin-5-yl]-phenyl}-oxazolidin-2-one. The title compound was prepared by following the same procedure as described in the preparation of Example 8, except 5(R)-(tert-butyl-dimethyl-silanyloxymethyl)-3-[3-fluoro-4-(4,4,5,5-tetramethyl-[1,3,2]dioxaborolan-2-yl)-phenyl]-oxazolidin-2-one was used in place of N-{3-[3-fluoro-4-(4,4,5,5-tetramethyl-[1,3,2]dioxaborolan-2-yl)-ph... The reactants are FC=1C=C(C=C(C1)F)CC(=O)N[C@@H](C)C(=O)O (N-(3,5-Difluorophenylacetyl)-L-alanine), NC1C(NC(C2=CC=CC=C12)C=1C=NC=CC1)=O (4-Amino-1-(pyrid-3-yl)-1,2,3,4-tetrahydroisoquinolin-3-one). Yields the product FC=1C=C(C=C(C1)F)CC(=O)N[C@@H](C)C(=O)NC1C(N(CC2=CC=CC=C12)CC1=CC=CC=C1)=O (4-(N′-(3,5-Difluorophenylacetyl)-L-alaninyl)amino-2-benzyl-1,2,3,4-tetrahydroisoquinolin-3-one). RXN SMILES: [F:1][C:2]1[CH:3]=[C:4]([CH2:9][C:10]([NH:12][C@H:13]([C:15]([OH:17])=O)[CH3:14])=[O:11])[CH:5]=[C:6]([F:8])[CH:7]=1.[NH2:18][CH:19]1[C:28]2[C:23](=[CH:24][CH:25]=[CH:26][CH:27]=2)[CH:22](C2C=NC=CC=2)[NH:21][C:20]1=[O:35]>>[F:8][C:6]1[CH:5]=[C:4]([CH2:9][C:10]([NH:12][C@H:13]([C:15]([NH:18][CH:19]2[C:28]3[C:23](=[CH:24][CH:25]=[CH:26][CH:27]=3)[CH2:22][N:21]([CH2:9][C:4]3[CH:5]=[CH:6][CH:7]=[CH:2][CH:3]=3)[C:20]2=[O:35])=[O:17])[CH3:14])=[O:11])[CH:3]=[C:2]([F:1])[CH:7]=1. Procedure details: Following General Procedure D above using N-(3,5-difluorophenylacetyl)-L-alanine (Example B) and 4-amino-2-benzyl-1,2,3,4-tetrahydroisoquinoline-3-one (General Procedure 5-D), the title compound was prepared as a solid having a melting point of 144-145° C. Reactants: N1C=NC=C1 (imidazole), C([O-])(O)=O.[Na+] (sodium bicarbonate), O (water), C(C)(=O)OC(C)=O (acetic anhydride). Solvent: C(C)(=O)OCC (ethyl acetate). Run at time 12 hour. The product is C(C)(=O)N\C=C/NC(C)=O (cis-1,2-diacetamidoethylene). As a reaction SMILES: [NH:1]1[CH:5]=[CH:4][N:3]=[CH:2]1.[C:6](=O)(O)[O-].[Na+].[OH2:11].[C:12](OC(=O)C)(=[O:14])[CH3:13]>C(OCC)(=O)C>[C:2]([NH:3]/[CH:4]=[CH:5]\[NH:1][C:12](=[O:14])[CH3:13])(=[O:11])[CH3:6] |f:1.2|. Procedure: To a solution of imidazole (68 g, 1 mole) in ethyl acetate (1 L) in a 10-L container was added sodium bicarbonate (0.85 kg, 10 mole) and water (5 L) at ambient temperature. Under magnetic agitation, acetic anhydride (400 mL, 4.04 mole) was added dropwise over a course of 45 minutes. The resulting mixture was stirred overnight (12 hours). Then, the solid was filtered out, washed, and triturated (in 600 mL water) at 80° C. for 30 min. After filtration, the product was collected in 120 g (ca. 80%). Reactants: Clc1cc2c(Cl)ncnc2cn1, Nc1ccc2[nH]c(Cc3ccccc3)nc2c1. Yields the product Clc1cc2c(Nc3ccc4[nH]c(Cc5ccccc5)nc4c3)ncnc2cn1. As a reaction SMILES: [Cl:18][c:19]1[c:20]2[c:21]([n:22][cH:23][n:24]1)[cH:25][n:26][c:27]([Cl:29])[cH:28]2.[NH2:1][c:2]1[cH:3][c:4]2[c:5]([nH:6][c:7]([CH2:9][c:10]3[cH:11][cH:12][cH:13][cH:14][cH:15]3)[n:8]2)[cH:16][cH:17]1>>[NH:1]([c:2]1[cH:3][c:4]2[c:5]([nH:6][c:7]([CH2:9][c:10]3[cH:11][cH:12][cH:13][cH:14][cH:15]3)[n:8]2)[cH:16][cH:17]1)[c:19]1[c:20]2[c:21]([n:22][cH:23][n:24]1)[cH:25][n:26][c:27]([Cl:29])[cH:28]2. The reactants are Oc1nc(COc2ccccc2)nc2ccccc12, O=P(Cl)(Cl)Cl. Product: Clc1nc(COc2ccccc2)nc2ccccc12. RXN SMILES: [OH:1][c:2]1[n:3][c:4]([CH2:12][O:13][c:14]2[cH:15][cH:16][cH:17][cH:18][cH:19]2)[n:5][c:6]2[cH:7][cH:8][cH:9][cH:10][c:11]12.[P:20]([Cl:21])([Cl:22])([Cl:23])=[O:24]>>[c:2]1([Cl:22])[n:3][c:4]([CH2:12][O:13][c:14]2[cH:15][cH:16][cH:17][cH:18][cH:19]2)[n:5][c:6]2[cH:7][cH:8][cH:9][cH:10][c:11]12. The reactants are ClC=1C=2C3=C(C(=NC3=C(C1)Cl)NCCC(C)N1C=NC=C1)C=CC2 (6,8-Dichloro-N-(3-(1H-imidazol-l-yl)butyl)benz(cd)indol-2-amine), Cl (hydrogen chloride). Solvent: C(C)O (ethanol). Yields the product Cl.Cl.ClC=1C=2C3=C(C(=NC3=C(C1)Cl)NCCC(C)N1C=NC=C1)C=CC2 (6,8-Dichloro-N-(3-(1H-imidazol-1-yl)butyl)benz(cd)indol-2-amine dihydrochloride). RXN SMILES: [Cl:1][C:2]1[C:3]2[C:4]3[C:8](=[C:9]([Cl:11])[CH:10]=1)[N:7]=[C:6]([NH:12][CH2:13][CH2:14][CH:15]([N:17]1[CH:21]=[CH:20][N:19]=[CH:18]1)[CH3:16])[C:5]=3[CH:22]=[CH:23][CH:24]=2.[ClH:25]>C(O)C>[ClH:1].[ClH:25].[Cl:1][C:2]1[C:3]2[C:4]3[C:8](=[C:9]([Cl:11])[CH:10]=1)[N:7]=[C:6]([NH:12][CH2:13][CH2:14][CH:15]([N:17]1[CH:21]=[CH:20][N:19]=[CH:18]1)[CH3:16])[C:5]=3[CH:22]=[CH:23][CH:24]=2 |f:3.4.5|. Procedure details: The product of Example 33 (0.53 gram) was dissolved in 150 ml of ethanol, and 1.5 ml of 2.3N ethanolic hydrogen chloride. The solution was concentrated to about 50 ml volume and diluted with 100 ml of diethyl ether. The precipitate of the title compound was collected, washed with diethyl ether, and dried; yield, 0.49 gram; mp 257° C.-259° C. with decomposition.